From a dataset of the Open Reaction Database (ORD), a public repository of structured organic reaction records. describe an organic reaction: reactants, conditions, products, and yield The reactants are N(=[N+]=[N-])C1=C(C=C2C(C(=CN(C2=C1F)C1CC1)C(=O)OCC)=O)F (ethyl 7-azido-1-cyclopropyl-6,8-difluoro-1,4-dihydro-4-oxo-3-quinolinecarboxylate), C(C)O (Ethanol). Reagents/catalysts: [Pd] (palladium-on-carbon). The solvent is CN(C=O)C (dimethylformamide), CN(C=O)C (dimethylformamide). Conditions: temperature 5 celsius, time 4 hour. The product is NC1=C(C=C2C(C(=CN(C2=C1F)C1CC1)C(=O)OCC)=O)F (Ethyl 7-amino-1-cyclopropyl-6,8-difluoro-1,4-dihydro-4-oxo-3-quinolinecarboxylate). Yield: 86.9%. As a reaction SMILES: [N:1]([C:4]1[C:13]([F:14])=[C:12]2[C:7]([C:8](=[O:23])[C:9]([C:18]([O:20][CH2:21][CH3:22])=[O:19])=[CH:10][N:11]2[CH:15]2[CH2:17][CH2:16]2)=[CH:6][C:5]=1[F:24])=[N+]=[N-].C(O)C>CN(C)C=O.[Pd]>[NH2:1][C:4]1[C:13]([F:14])=[C:12]2[C:7]([C:8](=[O:23])[C:9]([C:18]([O:20][CH2:21][CH3:22])=[O:19])=[CH:10][N:11]2[CH:15]2[CH2:17][CH2:16]2)=[CH:6][C:5]=1[F:24]. Procedure details: A slurry of 1.20 kg of ethyl 7-azido-1-cyclopropyl-6,8-difluoro-1,4-dihydro-4-oxo-3-quinolinecarboxylate in 12 L of dimethylformamide was charged to a five gallon autoclave. After placing the vessel under nitrogen, a slurry of 76 g of 10% palladium-on-carbon in 700 ml of dimethylformamide was added. The mixture was hydrogenated at 48-50 p.s.i. and 600 r.p.m. for four hours. The reaction mixture was filtered and concentrated under aspirator pressure to give a thick but stirrable dark residue. Eth... Reactants: CC(=O)OC(C)(C)CNC(=O)C(Cc1ccccc1)N(C)C(=O)OC(C)(C)C, ClCCl, O=C(O)C(F)(F)F. Yields the product CNC(Cc1ccccc1)C(=O)NCC(C)(C)OC(C)=O. RXN SMILES: [C:1]([CH3:2])(=[O:3])[O:4][C:5]([CH2:6][NH:7][C:8]([CH:9]([CH2:10][c:11]1[cH:12][cH:13][cH:14][cH:15][cH:16]1)[N:17]([CH3:18])[C:19]([O:20][C:21]([CH3:22])([CH3:23])[CH3:24])=[O:25])=[O:26])([CH3:27])[CH3:28].[Cl:36][CH2:37][Cl:38].[OH:29][C:30]([C:31]([F:32])([F:33])[F:34])=[O:35]>>[C:1]([CH3:2])(=[O:3])[O:4][C:5]([CH2:6][NH:7][C:8]([CH:9]([CH2:10][c:11]1[cH:12][cH:13][cH:14][cH:15][cH:16]1)[NH:17][CH3:18])=[O:26])([CH3:27])[CH3:28]. Starting materials: COc1cc(C2=C(C(C)(C)C)C(C)(C)CO2)cc2oc(-c3ccccc3)nc12, CCS, [H-], [Na+], CN(C)C=O, O. Yields the product CC(C)(C)C1=C(c2cc(O)c3nc(-c4ccccc4)oc3c2)OCC1(C)C. RXN SMILES: [C:11]([CH3:12])([CH3:13])([CH3:14])[C:15]1=[C:19]([c:20]2[cH:21][c:22]3[c:23]([n:24][c:25](-[c:27]4[cH:28][cH:29][cH:30][cH:31][cH:32]4)[o:26]3)[c:33]([O:35][CH3:36])[cH:34]2)[O:18][CH2:17][C:16]1([CH3:37])[CH3:38].[CH2:1]([SH:2])[CH3:3].[H-:9].[Na+:10].[O:4]=[CH:5][N:6]([CH3:7])[CH3:8].[OH2:39]>>[C:11]([CH3:12])([CH3:13])([CH3:14])[C:15]1=[C:19]([c:20]2[cH:21][c:22]3[c:23]([n:24][c:25](-[c:27]4[cH:28][cH:29][cH:30][cH:31][cH:32]4)[o:26]3)[c:33]([OH:35])[cH:34]2)[O:18][CH2:17][C:16]1([CH3:37])[CH3:38]. Starting materials: ClC1=NC(=CC2=C(C=CC=C12)OC)NC1=NNC(=C1)C ((1-chloro-5-methoxy-isoquinolin-3-yl)-(5-methyl-1H-pyrazol-3-yl)-amine), N1=CC(=CC=C1)B(O)O (3-pyridine-boronic acid). Product: CC1=CC(=NN1)NC=1N=C(C2=CC=CC(=C2C1)OC)C=1C=NC=CC1 ((5-methyl-1H-pyrazol-3-yl)-(1-pyridin-3-yl-5-methoxy-isoquinolin-3-yl)-amine). Reaction SMILES: Cl[C:2]1[C:11]2[C:6](=[C:7]([O:12][CH3:13])[CH:8]=[CH:9][CH:10]=2)[CH:5]=[C:4]([NH:14][C:15]2[CH:19]=[C:18]([CH3:20])[NH:17][N:16]=2)[N:3]=1.[N:21]1[CH:26]=[CH:25][CH:24]=[C:23](B(O)O)[CH:22]=1>>[CH3:20][C:18]1[NH:17][N:16]=[C:15]([NH:14][C:4]2[N:3]=[C:2]([C:23]3[CH:22]=[N:21][CH:26]=[CH:25][CH:24]=3)[C:11]3[C:6]([CH:5]=2)=[C:7]([O:12][CH3:13])[CH:8]=[CH:9][CH:10]=3)[CH:19]=1. Reported procedure: Similar procedure as described in example 131 was used, starting from (1-chloro-5-methoxy-isoquinolin-3-yl)-(5-methyl-1H-pyrazol-3-yl)-amine and 3-pyridine-boronic acid to give (5-methyl-1H-pyrazol-3-yl)-(1-pyridin-3-yl-5-methoxy-isoquinolin-3-yl)-amine. LC-MS m/e 332(MH+). The reactants are C(=O)(O)[O-].[Na+] (NaHCO3), C(Cl)(Cl)Cl (CHCl3), NC1CCN(CC1)C(=O)OC(C)(C)C (tert-butyl 4-aminopiperidine-1-carboxylate), ClC=1C=C(C(=O)Cl)C=CC1F (3-chloro-4-fluorobenzoyl chloride). Run in CCN(CC)CC (Et3N). Conditions: time 1.5 hour. Product: ClC=1C=C(C(=O)NC2CCN(CC2)C(=O)OC(C)(C)C)C=CC1F (tert-butyl 4-[(3-chloro-4-fluorobenzoyl)amino]piperidine-1-carboxylate). Isolated yield 99.4%. Reaction SMILES: C(Cl)(Cl)Cl.[NH2:5][CH:6]1[CH2:11][CH2:10][N:9]([C:12]([O:14][C:15]([CH3:18])([CH3:17])[CH3:16])=[O:13])[CH2:8][CH2:7]1.[Cl:19][C:20]1[CH:21]=[C:22]([CH:26]=[CH:27][C:28]=1[F:29])[C:23](Cl)=[O:24].C([O-])(O)=O.[Na+]>CCN(CC)CC>[Cl:19][C:20]1[CH:21]=[C:22]([CH:26]=[CH:27][C:28]=1[F:29])[C:23]([NH:5][CH:6]1[CH2:7][CH2:8][N:9]([C:12]([O:14][C:15]([CH3:18])([CH3:17])[CH3:16])=[O:13])[CH2:10][CH2:11]1)=[O:24] |f:3.4|. Procedure details: To a CHCl3 (350 mL) solution of tert-butyl 4-aminopiperidine-1-carboxylate (35.0 g), Et3N (122 mL) and 3-chloro-4-fluorobenzoyl chloride (37.1 g) were added under ice cooling and the mixture was stirred at the same temperature for 1.5 hours. To the reaction mixture, a saturated aqueous NaHCO3 solution was added and the solution was extracted three times with CHCl3. The combined organic layers were dried over MgSO4 and concentrated under reduced pressure to obtain tert-butyl 4-[(3-chloro-4-fluoro... Reactants: C(C)(=O)OCCN1C(CN2C(C3=C1C=CC(=C3)Cl)(OCC2)C2=C(C=CC=C2)F)=O (7-(2-acetoxyethyl)-10-chloro-11b-(2-fluorophenyl)-2,3,5,11b-tetrahydrooxazolo[3,2-d][1,4]benzodiazepin-6(7H)-one), [OH-].[Na+] (sodium hydroxide), O (water). The solvent is CO (methanol). Conditions: time 3 hour. Yields the product ClC=1C=CC2=C(C3(N(CC(N2CCO)=O)CCO3)C3=C(C=CC=C3)F)C1 (10-chloro-11b-(2-fluorophenyl)-7-(2-hydroxyethyl)-2,3,5,11b-tetrahydrooxazolo(3,2-d)[ 1,4]benzodiazepin-6(7H)-one). As a reaction SMILES: C([O:4][CH2:5][CH2:6][N:7]1[C:13]2[CH:14]=[CH:15][C:16]([Cl:18])=[CH:17][C:12]=2[C:11]2([C:22]3[CH:27]=[CH:26][CH:25]=[CH:24][C:23]=3[F:28])[O:19][CH2:20][CH2:21][N:10]2[CH2:9][C:8]1=[O:29])(=O)C.[OH-].[Na+].O>CO>[Cl:18][C:16]1[CH:15]=[CH:14][C:13]2[N:7]([CH2:6][CH2:5][OH:4])[C:8](=[O:29])[CH2:9][N:10]3[CH2:21][CH2:20][O:19][C:11]3([C:22]3[CH:27]=[CH:26][CH:25]=[CH:24][C:23]=3[F:28])[C:12]=2[CH:17]=1 |f:1.2|. Procedure: A solution of 0.5g (0.0012 M) of 7-(2-acetoxyethyl)-10-chloro-11b-(2-fluorophenyl)-2,3,5,11b-tetrahydrooxazolo[3,2-d][1,4]benzodiazepin-6(7H)-one in 5 ml of methanol was treated with 2 ml of 3N sodium hydroxide. After 3 hours, 50 ml of water was added and the solution was extracted with 40 ml of dichloromethane, which was then dried over anhydrous sodium sulfate and evaporated to dryness. The residue was crystallized from a mixture of methanol and water to give 10-chloro-11b-(2-fluorophenyl)-7-(... Reactants: C(C)O (ethanol), O (water), CC=1C=C(C#N)C=CC1[N+](=O)[O-] (3-methyl-4-nitrobenzonitrile), reduced iron. Run in C(C)(=O)O (acetic acid). Run at temperature 85 celsius. The product is NC1=C(C=C(C#N)C=C1)C (4-amino-3-methylbenzonitrile). The yield is 93.0%. RXN SMILES: C(O)C.O.[CH3:5][C:6]1[CH:7]=[C:8]([CH:11]=[CH:12][C:13]=1[N+:14]([O-])=O)[C:9]#[N:10]>C(O)(=O)C>[NH2:14][C:13]1[CH:12]=[CH:11][C:8]([C:9]#[N:10])=[CH:7][C:6]=1[CH3:5]. Procedure details: To an ethanol (500 ml)-water (60 ml)-acetic acid (30 ml) mixed solvent were added 3-methyl-4-nitrobenzonitrile (8.40 g, 51.8 mmol) and reduced iron (18 g, 322 mmol), and the mixture was stirred with heating at 85° C. for 3 hr. The reaction mixture was cooled, filtered through celite, and the solution was concentrated under reduced pressure. The obtained residue was diluted with ethyl acetate, washed with diluted aqueous sodium hydroxide solution and saturated brine, and dried over anhydrous magn... Reactants: [Al+3], COC(=O)c1cccnc1C, [H-], [H-], [H-], [H-], [Li+], [Na+], C1CCOC1, [OH-], O. Yields the product Cc1ncccc1CO. As a reaction SMILES: [Al+3:2].[CH3:7][c:8]1[c:9]([C:10](=[O:11])[O:12][CH3:13])[cH:14][cH:15][cH:16][n:17]1.[H-:1].[H-:4].[H-:5].[H-:6].[Li+:3].[Na+:25].[O:18]1[CH2:19][CH2:20][CH2:21][CH2:22]1.[OH-:24].[OH2:23]>>[CH3:7][c:8]1[c:9]([CH2:10][OH:11])[cH:14][cH:15][cH:16][n:17]1.